Dataset: the Open Reaction Database (ORD), a public repository of structured organic reaction records. Task: describe an organic reaction: reactants, conditions, products, and yield Procedure: A suspension of 15.0 g. of 5-chloro-2-methyl-3-phenylisoindole-1-carboxylic acid methylamide in 190 ml. of dimethylformamide is treated under an atmosphere of argon with 8.25 g. of potassium tertiary butylate and the mixture is stirred in an ice-bath for 15 minutes. At 0°-5° C., there is then added a solution of 0.1 mol. of diethylaminoethyl chloride in 150 ml. of toluene (freshly prepared from the corresponding hydrochloride and dried over sodium sulfate), the mixture is stirred first at room t... Reactants: CNC(=O)C=1N(C(=C2C=C(C=CC12)Cl)C1=CC=CC=C1)C (5-chloro-2-methyl-3-phenylisoindole-1-carboxylic acid methylamide), C1(CCCCC1)NS(O)(=O)=O (N-cyclohexylsulfamic acid), Cl (hydrochloride), potassium tertiary butylate, C(C)N(CC)CCCl (diethylaminoethyl chloride). Run at time 30 minute. Solvent: C1(=CC=CC=C1)C (toluene), CN(C=O)C (dimethylformamide), C(C)(C)O (isopropanol), C(C)OCC (diethyl ether). RXN SMILES: [CH3:1][NH:2][C:3]([C:5]1[N:6]([CH3:21])[C:7]([C:15]2[CH:20]=[CH:19][CH:18]=[CH:17][CH:16]=2)=[C:8]2[C:13]=1[CH:12]=[CH:11][C:10]([Cl:14])=[CH:9]2)=[O:4].[CH2:22]([N:24]([CH2:27][CH2:28]Cl)[CH2:25][CH3:26])[CH3:23].Cl.[CH:31]1([NH:37][S:38](=[O:41])(=[O:40])[OH:39])[CH2:36][CH2:35][CH2:34][CH2:33][CH2:32]1>C(OCC)C.C(O)(C)C.C1(C)C=CC=CC=1.CN(C)C=O>[CH:31]1([NH:37][S:38]([OH:41])(=[O:40])=[O:39])[CH2:32][CH2:33][CH2:34][CH2:35][CH2:36]1.[CH2:25]([N:24]([CH2:22][CH3:23])[CH2:27][CH2:28][N:2]([CH3:1])[C:3]([C:5]1[N:6]([CH3:21])[C:7]([C:15]2[CH:16]=[CH:17][CH:18]=[CH:19][CH:20]=2)=[C:8]2[C:13]=1[CH:12]=[CH:11][C:10]([Cl:14])=[CH:9]2)=[O:4])[CH3:26] |f:8.9|. Product: C1(CCCCC1)NS(=O)(=O)O.C(C)N(CCN(C(=O)C=1N(C(=C2C=C(C=CC12)Cl)C1=CC=CC=C1)C)C)CC (5-chloro-2-methyl-3-phenylisoindole-1-carboxylic acid [2-(diethylamino)ethyl]methylamide cyclohexanesulfamate). Starting materials: CC1(C2=C(OCCC1)C(=CC=C2)N)C (5,5-dimethyl-2,3,4,5-tetrahydro-benzo[b]oxepin-9-ylamine), ClC1=NC=C(C(=N1)NC1=C(C=CC=C1)S(=O)(=O)C(C)C)Cl ((2,5-dichloro-pyrimidin-4-yl)-[2-(propane-2-sulfonyl)-phenyl]-amine). The product is ClC=1C(=NC(=NC1)NC1=CC=CC2=C1OCCCC2(C)C)NC2=C(C=CC=C2)S(=O)(=O)C(C)C (5-Chloro-N*2*-(5,5-dimethyl-2,3,4,5-tetrahydro-benzo[b]oxepin-9-yl)-N*4*-[2-(propane-2-sulfonyl)-phenyl]-pyrimidine-2,4-diamine), foam. Yield: 70.0%. RXN SMILES: [CH3:1][C:2]1([CH3:14])[CH2:8][CH2:7][CH2:6][O:5][C:4]2[C:9]([NH2:13])=[CH:10][CH:11]=[CH:12][C:3]1=2.Cl[C:16]1[N:21]=[C:20]([NH:22][C:23]2[CH:28]=[CH:27][CH:26]=[CH:25][C:24]=2[S:29]([CH:32]([CH3:34])[CH3:33])(=[O:31])=[O:30])[C:19]([Cl:35])=[CH:18][N:17]=1>>[Cl:35][C:19]1[C:20]([NH:22][C:23]2[CH:28]=[CH:27][CH:26]=[CH:25][C:24]=2[S:29]([CH:32]([CH3:34])[CH3:33])(=[O:31])=[O:30])=[N:21][C:16]([NH:13][C:9]2[C:4]3[O:5][CH2:6][CH2:7][CH2:8][C:2]([CH3:14])([CH3:1])[C:3]=3[CH:12]=[CH:11][CH:10]=2)=[N:17][CH:18]=1. Reported procedure: The title compound was prepared from 5,5-dimethyl-2,3,4,5-tetrahydro-benzo[b]oxepin-9-ylamine and (2,5-dichloro-pyrimidin-4-yl)-[2-(propane-2-sulfonyl)-phenyl]-amine in an analogous manner to Example 179. Product was isolated as a tan foam (42 mg, 70%). LCMS (m/e) 501 (M+H); 1H NMR (400 MHz, CDCl3) δ 9.53 (s, 1H), 8.58 (d, 1H, J=8.3 Hz), 8.20 (dd, 1H, J=5 Hz), 8.17 (s, 1H), 7.92 (d, 1H, J=7.8 Hz); 7.85 (s, 1H), 7.66 (dd, 1H, J=7.8, 8.6 Hz), 7.28 (m, 1H), 6.95 (m, 2H), 4.03 (t, 2H, J=5 Hz), 3.24 ... Reactants: C1(=CC=CC=C1)C1=CC(NCCN1)=O (7-phenyl-1,2,3,4-tetrahydro-1,4-diazepine-5-one), C1(=CC=CC=C1)C1=CC(NCCN1)=O (7-phenyl-1,2,3,4-tetrahydro-1,4-diazepine-5-one), F[B-](F)(F)F.C(C)[O+](CC)CC (triethyloxonium tetrafluoroborate). Solvent: C(Cl)Cl (methylene chloride). Reaction conditions: time 30 minute. The product is C(C)OC1=NCCNC(=C1)C1=CC=CC=C1 (5-Ethoxy-7-phenyl-2,3-dihydro-1H-1,4-diazepine). The yield is 37.0%. As a reaction SMILES: [C:1]1([C:7]2[NH:13][CH2:12][CH2:11][NH:10][C:9](=[O:14])[CH:8]=2)[CH:6]=[CH:5][CH:4]=[CH:3][CH:2]=1.F[B-](F)(F)F.[CH2:20]([O+](CC)CC)[CH3:21]>C(Cl)Cl>[CH2:20]([O:14][C:9]1[CH:8]=[C:7]([C:1]2[CH:2]=[CH:3][CH:4]=[CH:5][CH:6]=2)[NH:13][CH2:12][CH2:11][N:10]=1)[CH3:21] |f:1.2|. Reported procedure: 3.8 g. (20 mmol.) of 7-phenyl-1,2,3,4-tetrahydro-1,4-diazepine-5-one (Compound XXV) were suspended in 100 ml. of dry methylene chloride stirred under nitrogen at room temperature. 4.0 g. (21 mmol.) of triethyloxonium tetrafluoroborate were added portionwise to the stirred suspension so as to maintain the reaction mixture at a temperature of 20°-25° C., the reaction being slightly exothermic. After the addition was completed, the reaction mixture was stirred for an additional 30 minutes at room t... Reactants: ClC1=CC=C2C(C(NC2=C1)=O)C1=CC(=CC=C1)OC (rac-6-chloro-3-(3-methoxy-phenyl)-1,3-dihydro-indol-2-one), COC1=CC=C(CCl)C=C1 (4-methoxybenzyl chloride), [I-].[K+] (potassium iodide), C([O-])([O-])=O.[K+].[K+] (potassium carbonate). The solvent is CC(=O)C (acetone), C(C)(=O)OCC (ethyl acetate). Run at temperature 60 celsius. Yields the product ClC1=CC=C2C(C(NC2=C1)=O)(C1=CC(=CC=C1)OC)CC1=CC=C(C=C1)OC (rac-6-chloro-3-(4-methoxy-benzyl)-3-(3-methoxy-phenyl)-1,3-dihydro-indol-2-one). RXN SMILES: [Cl:1][C:2]1[CH:10]=[C:9]2[C:5]([CH:6]([C:12]3[CH:17]=[CH:16][CH:15]=[C:14]([O:18][CH3:19])[CH:13]=3)[C:7](=[O:11])[NH:8]2)=[CH:4][CH:3]=1.[CH3:20][O:21][C:22]1[CH:29]=[CH:28][C:25]([CH2:26]Cl)=[CH:24][CH:23]=1.[I-].[K+].C(=O)([O-])[O-].[K+].[K+]>CC(C)=O.C(OCC)(=O)C>[Cl:1][C:2]1[CH:10]=[C:9]2[C:5]([C:6]([CH2:26][C:25]3[CH:28]=[CH:29][C:22]([O:21][CH3:20])=[CH:23][CH:24]=3)([C:12]3[CH:17]=[CH:16][CH:15]=[C:14]([O:18][CH3:19])[CH:13]=3)[C:7](=[O:11])[NH:8]2)=[CH:4][CH:3]=1 |f:2.3,4.5.6|. Procedure details: A mixture of rac-6-chloro-3-(3-methoxy-phenyl)-1,3-dihydro-indol-2-one (0.16 g, 0.6 mmol) (from Example 6b supra), 4-methoxybenzyl chloride (0.15 g, 0.7 mmol) (Aldrich), potassium iodide (0.12 g, 0.71 mmol) and potassium carbonate (0.18 g, 1.3 mmol) in acetone (5 mL) was heated at 60° C. for 4 hours in a capped pressure tube. After cooling, mixture was diluted with ethyl acetate (50 mL) and extracted with water (2×50 mL) and brine (50 mL). Aqueous layers were back washed with ethyl acetate (50 m... Solvent: CO (methanol). Reaction SMILES: C[O-].[Na+].Cl.[C:5]([NH2:9])(=[NH:8])[CH2:6][CH3:7].[C:10](OC)(=[O:16])[CH2:11][C:12](OC)=[O:13]>CO>[OH:13][C:12]1[CH:11]=[C:10]([OH:16])[N:9]=[C:5]([CH2:6][CH3:7])[N:8]=1 |f:0.1,2.3|. Reactants: C[O-].[Na+] (sodium methoxide), Cl.C(CC)(=N)N (propionamidine hydrochloride), C(CC(=O)OC)(=O)OC (dimethyl malonate). Procedure details: To a cooled, stirred solution of 25% sodium methoxide (1200 ml, 5.55 mole) was added a slurry of 200 g (1.85 mole) of propionamidine hydrochloride in 300 ml of methanol. Next, 244 g (1.85 mole) of dimethyl malonate was added and the mixture was permitted to warm to about 20° C., after which it was stirred for 16 hours. The mixture was evaporated in vacuo and water (about 2 l) was added. This mixture was neutralized with concentrated hydrochloric acid to provide a white precipitate which was sepa... Run at temperature 20 celsius, time 16 hour. Isolated yield 88.7%. The product is OC1=NC(=NC(=C1)O)CC (4,6-dihydroxy-2-ethylpyrimidine). Reactants: O=C=Nc1ccc(S)cc1, c1ccccc1, NCc1cccnc1. Yields the product O=C(NCc1cccnc1)Nc1ccc(S)cc1. Reaction SMILES: [SH:1][c:2]1[cH:3][cH:4][c:5]([N:8]=[C:9]=[O:10])[cH:6][cH:7]1.[cH:19]1[cH:20][cH:21][cH:22][cH:23][cH:24]1.[n:11]1[cH:12][c:13]([CH2:17][NH2:18])[cH:14][cH:15][cH:16]1>>[SH:1][c:2]1[cH:3][cH:4][c:5]([NH:8][C:9](=[O:10])[NH:18][CH2:17][c:13]2[cH:12][n:11][cH:16][cH:15][cH:14]2)[cH:6][cH:7]1.